This data is from the Open Reaction Database (ORD), a public repository of structured organic reaction records. The task is: describe an organic reaction: reactants, conditions, products, and yield Starting materials: C([O-])([O-])=O.[Mg+2] (magnesium carbonate), NCC(=O)O (glycine), OCl (hydroxychloride). Solvent: O (H2O). Conditions: time 15 minute. The product is NCC(=O)[O-].[Mg+2].NCC(=O)[O-] (Magnesium glycinate). RXN SMILES: C(=O)([O-])[O-].[Mg+2:5].[NH2:6][CH2:7][C:8]([OH:10])=[O:9].OCl>O>[NH2:6][CH2:7][C:8]([O-:10])=[O:9].[Mg+2:5].[NH2:6][CH2:7][C:8]([O-:10])=[O:9] |f:0.1,5.6.7|. Procedure details: Magnesium glycinate was prepared by reacting 3 g. of basic magnesium carbonate (26.1% Mg) with 5 g. of glycine in 40 g. of H2O, while agitating at 75° C. for one half hour. To the cooled slurry was added 100 g. of 33-1/3% zirconyl hydroxychloride solution (4.4% Zr) with agitation. After 15 minutes of stirring, the solution cleared and had a pH of 3.4. The product was oven-dried at 50° C. under a vacuum of 35 cm. of Hg, and found to contain 2.06% Mg, 36.9% Zr, and 13.1% glycine. Reactants: O=C1NC(=O)c2ccccc21, [K], Nc1nc2ccccc2c2c1nc(CCl)n2CC1(O)CCCCC1, CN(C)C=O. Yields the product Nc1nc2ccccc2c2c1nc(CN1C(=O)c3ccccc3C1=O)n2CC1(O)CCCCC1. As a reaction SMILES: [C:1]1(=[O:11])[c:2]2[c:3]([cH:7][cH:8][cH:9][cH:10]2)[C:4](=[O:6])[NH:5]1.[K:12].[NH2:13][c:14]1[n:15][c:16]2[cH:17][cH:18][cH:19][cH:20][c:21]2[c:22]2[c:23]1[n:24][c:25]([CH2:35][Cl:36])[n:26]2[CH2:27][C:28]1([OH:34])[CH2:29][CH2:30][CH2:31][CH2:32][CH2:33]1.[O:37]=[CH:38][N:39]([CH3:40])[CH3:41]>>[C:1]1(=[O:11])[c:2]2[c:3]([cH:7][cH:8][cH:9][cH:10]2)[C:4](=[O:6])[N:5]1[CH2:35][c:25]1[n:24][c:23]2[c:14]([NH2:13])[n:15][c:16]3[cH:17][cH:18][cH:19][cH:20][c:21]3[c:22]2[n:26]1[CH2:27][C:28]1([OH:34])[CH2:29][CH2:30][CH2:31][CH2:32][CH2:33]1. The reactants are OOS(=O)[O-].[K+] (Oxone), CC1=CC=C(C=C1)C=1N=C(OC1C1=CC=C(C=C1)SC)C(F)(F)F (4-(4-Methylphenyl)-5-(4-methylthiophenyl)-2-trifluoromethyloxazole), O (water), C(C)O (ethanol). The solvent is C1CCOC1 (THF). Reaction conditions: time 3 hour. Product: OC(C(=O)C1=CC=C(C=C1)C)C1=CC=C(C=C1)SC (2-hydroxy-2-(4-methylthiophenyl)-1-(4-methylphenyl)ethanone). RXN SMILES: [CH3:1][C:2]1[CH:7]=[CH:6][C:5]([C:8]2N=C(C(F)(F)F)[O:11][C:12]=2[C:13]2[CH:18]=[CH:17][C:16]([S:19][CH3:20])=[CH:15][CH:14]=2)=[CH:4][CH:3]=1.C([OH:27])C.O.OOS([O-])=O.[K+]>C1COCC1>[OH:11][CH:12]([C:13]1[CH:18]=[CH:17][C:16]([S:19][CH3:20])=[CH:15][CH:14]=1)[C:8]([C:5]1[CH:6]=[CH:7][C:2]([CH3:1])=[CH:3][CH:4]=1)=[O:27] |f:3.4|. Reported procedure: 4-(4-Methylphenyl)-5-(4-methylthiophenyl)-2-trifluoromethyloxazole from Step 2 (350 mg, 1.0 mmol) was dissolved in THF (20 mL), ethanol (20 mL) and water (20 mL). Oxone® (1.2 g, 2 mmol) was added and the reaction stirred for 3 hours. The reaction mixture was filtered and concentrated to dryness. The residue was dissolved in ethyl acetate (200 mL), washed with water, NaHCO3 and brine, dried and concentrated to yield a white crystalline product (350 mg) which was recrystallized from ethanol and wa... The reactants are [N+](=O)([O-])C=1C=C2C=NNC2=C2C1C=CC=C2 (5-nitrobenzoindazole), FC=1C=C(CBr)C=CC1 (3-fluorobenzyl bromide), C([O-])([O-])=O.[K+].[K+] (potassium carbonate). Solvent: CC(=O)C (acetone), ClCCl (dichloromethane). Product: FC=1C=C(CN2N=CC3=CC(=CC=C23)[N+](=O)[O-])C=CC1 (1-(3-fluorobenzyl)-5-nitro-1H-indazole). Reaction SMILES: [N+:1]([C:4]1[CH:5]=[C:6]2[C:10](=[C:11]3C=CC=C[C:12]=13)[NH:9][N:8]=[CH:7]2)([O-:3])=[O:2].[F:17][C:18]1[CH:19]=[C:20]([CH:23]=[CH:24][CH:25]=1)[CH2:21]Br.C(=O)([O-])[O-].[K+].[K+]>CC(C)=O.ClCCl>[F:17][C:18]1[CH:19]=[C:20]([CH:23]=[CH:24][CH:25]=1)[CH2:21][N:9]1[C:10]2[C:6](=[CH:5][C:4]([N+:1]([O-:3])=[O:2])=[CH:12][CH:11]=2)[CH:7]=[N:8]1 |f:2.3.4|. Procedure details: A suspension of 5-nitrobenzoindazole (8.16 g, 50 mmol), 3-fluorobenzyl bromide (10.4 g, 55 mmol) and potassium carbonate (13.8 g, 100 mmol) in acetone (200 mL) was refluxed overnight. After reaction cooled to room temperature, the reaction mixture was diluted with dichloromethane (100 mL), filtered through silica gel (about 100 g), and rinsed with 1:1 ethyl acetate:dichloromethane (about 100 mL). The residue after concentration was purified with column chromatography eluting with 0-30% ethyl ace... Reactants: O (H2O), ClC=1SC(=C(N1)C(=O)OC)C1=CC=CC=C1 (Methyl 2-Chloro-5-Phenyl-4-Thiazolecarboxylate), C[O-].[Na+] (sodium methoxide). The solvent is CO (methanol), CO (methanol). Conditions: time 24 hour. Product: COC=1SC(=C(N1)C(=O)OC)C1=CC=CC=C1 (methyl 2-methoxy-5-phenyl-4-thiazolecarboxylate). The yield is 15.7%. As a reaction SMILES: Cl[C:2]1[S:3][C:4]([C:11]2[CH:16]=[CH:15][CH:14]=[CH:13][CH:12]=2)=[C:5]([C:7]([O:9][CH3:10])=[O:8])[N:6]=1.[CH3:17][O-:18].[Na+].O>CO>[CH3:17][O:18][C:2]1[S:3][C:4]([C:11]2[CH:16]=[CH:15][CH:14]=[CH:13][CH:12]=2)=[C:5]([C:7]([O:9][CH3:10])=[O:8])[N:6]=1 |f:1.2|. Procedure: Under a static N2 atm, a stirred solution of the compound of Example 2 (8.14 g, 32 mol) in 100 ml of methanol was treated dropwise with 7.6 g of 25% sodium methoxide in methanol. After stirring at ambient temperature for 24 hr, the mixture was added to H2O and extracted twice with ether. The ether layer was washed with H2O, dried over MgSO4 and concentrated in vacuo to yield a white solid which was recrystallized from methylcyclohexane to yield 5.5 g of methyl 2-methoxy-5-phenyl-4-thiazolecarbox... Reactants: COC(=S)c1cc(-c2nc(-c3cc(OC)c(OC)cc3Cl)cs2)c(C)s1, COc1cc(Cl)c(C(=O)O)cc1OC. Yields the product COc1cc(Cl)c(C(=O)Cl)cc1OC. As a reaction SMILES: [Cl:1][c:2]1[cH:3][c:4]([O:5][CH3:6])[c:7]([O:8][CH3:9])[cH:10][c:11]1-[c:12]1[n:13][c:14](-[c:15]2[cH:16][c:17]([C:18]([O:19][CH3:20])=[S:21])[s:22][c:23]2[CH3:24])[s:25][cH:26]1.[Cl:27][c:28]1[c:29]([C:30](=[O:31])[OH:32])[cH:33][c:34]([O:39][CH3:40])[c:35]([O:37][CH3:38])[cH:36]1>>[Cl:1][C:30]([c:29]1[c:28]([Cl:27])[cH:36][c:35]([O:37][CH3:38])[c:34]([O:39][CH3:40])[cH:33]1)=[O:31]. Reactants: CC(=O)O[BH-](OC(C)=O)OC(C)=O, ClCCl, CC(=O)O, COc1cc(Nc2c(C#N)cnc3cc(-c4ccc(C=O)o4)ccc23)c(Cl)cc1Cl, [Na+], OCCNCCO. The product is COc1cc(Nc2c(C#N)cnc3cc(-c4ccc(CN(CCO)CCO)o4)ccc23)c(Cl)cc1Cl. As a reaction SMILES: [C:38]([O:39][BH-:40]([O:41][C:42](=[O:43])[CH3:44])[O:45][C:46](=[O:47])[CH3:48])(=[O:49])[CH3:50].[CH2:56]([Cl:57])[Cl:58].[CH3:52][C:53](=[O:54])[OH:55].[Cl:8][c:9]1[c:10]([NH:11][c:12]2[c:13]([C:29]#[N:30])[cH:14][n:15][c:16]3[cH:17][c:18](-[c:22]4[o:23][c:24]([CH:27]=[O:28])[cH:25][cH:26]4)[cH:19][cH:20][c:21]23)[cH:31][c:32]([O:36][CH3:37])[c:33]([Cl:35])[cH:34]1.[Na+:51].[OH:1][CH2:2][CH2:3][NH:4][CH2:5][CH2:6][OH:7]>>[OH:1][CH2:2][CH2:3][N:4]([CH2:5][CH2:6][OH:7])[CH2:27][c:24]1[o:23][c:22](-[c:18]2[cH:17][c:16]3[n:15][cH:14][c:13]([C:29]#[N:30])[c:12]([NH:11][c:10]4[c:9]([Cl:8])[cH:34][c:33]([Cl:35])[c:32]([O:36][CH3:37])[cH:31]4)[c:21]3[cH:20][cH:19]2)[cH:26][cH:25]1. Reactants: C1(CCCCC1)C(C)=O (1-cyclohexylethanone), C(C)(=O)O (acetic acid), C1(=CC=CC=C1)[C@H]1[C@@H](C1)N ([(trans)-2-phenylcyclopropyl]amine), C(C)(=O)O[BH-](OC(C)=O)OC(C)=O.[Na+] (sodium triacetoxyborohydride). The solvent is ClCCCl (1,2-dichloroethane). Reaction conditions: time 2 hour. The product is C1(CCCCC1)C(C)N[C@H]1[C@@H](C1)C1=CC=CC=C1 (trans-N-(1-Cyclohexylethyl)-2-phenylcyclopropanamine). The yield is 24.9%. As a reaction SMILES: [CH:1]1([C:7](=O)[CH3:8])[CH2:6][CH2:5][CH2:4][CH2:3][CH2:2]1.C(O)(=O)C.[C:14]1([C@@H:20]2[CH2:22][C@H:21]2[NH2:23])[CH:19]=[CH:18][CH:17]=[CH:16][CH:15]=1.C(O[BH-](OC(=O)C)OC(=O)C)(=O)C.[Na+]>ClCCCl>[CH:1]1([CH:7]([NH:23][C@@H:21]2[CH2:22][C@H:20]2[C:14]2[CH:19]=[CH:18][CH:17]=[CH:16][CH:15]=2)[CH3:8])[CH2:6][CH2:5][CH2:4][CH2:3][CH2:2]1 |f:3.4|. Procedure details: To a solution of 1-cyclohexylethanone (95 mg, 0.751 mmol) in 1,2-dichloroethane (DCE) (40 mL) and acetic acid (0.052 mL, 0.901 mmol) was added [(trans)-2-phenylcyclopropyl]amine (100 mg, 0.751 mmol). The reaction mixture was stirred for 2 hour at room temperature, then sodium triacetoxyborohydride (477 mg, 2.252 mmol) was added and the reaction mixture was stirred 3 hours at room temperature. The reaction mixture was quenched with saturated NH4Cl. Water (20 mL) followed by dichloromethane (40 mL...